This data is from the Open Reaction Database (ORD), a public repository of structured organic reaction records. The task is: describe an organic reaction: reactants, conditions, products, and yield Starting materials: CC(O)c1ncc(Br)cc1C(F)(F)F, C1CCOC1, O=[Mn]=O. The product is CC(=O)c1ncc(Br)cc1C(F)(F)F. As a reaction SMILES: [Br:1][c:2]1[cH:3][c:4]([C:11]([F:12])([F:13])[F:14])[c:5]([CH:8]([CH3:9])[OH:10])[n:6][cH:7]1.[CH2:15]1[O:16][CH2:17][CH2:18][CH2:19]1.[O:20]=[Mn:21]=[O:22]>>[Br:1][c:2]1[cH:3][c:4]([C:11]([F:12])([F:13])[F:14])[c:5]([C:8]([CH3:9])=[O:10])[n:6][cH:7]1. The reactants are ClC=1C(=NOC1NS(=O)(=O)C1=C(SC=C1)C(=O)N(C)OC)C (3-[(4-chloro-3-methyl-1,2-oxazol-5-yl)sulfamoyl]-N-methoxy-N-methylthiophene-2-carboxamide), [Cl-].[NH4+] (ammonium chloride), Example 1-2, [H-].C(C(C)C)[Al+]CC(C)C (diisobutyl aluminum hydride). Run in O1CCCC1 (tetrahydrofuran). Conditions: temperature 0 celsius, time 30 minute. Yields the product ClC=1C(=NOC1NS(=O)(=O)C1=C(SC=C1)C=O)C (N-(4-chloro-3-methyl-1,2-oxazol-5-yl)-2-formylthiophene-3-sulfonamide). Yield: 75.0%. RXN SMILES: [Cl:1][C:2]1[C:3]([CH3:22])=[N:4][O:5][C:6]=1[NH:7][S:8]([C:11]1[CH:15]=[CH:14][S:13][C:12]=1[C:16](N(OC)C)=[O:17])(=[O:10])=[O:9].[H-].C([Al+]CC(C)C)C(C)C.[Cl-].[NH4+]>O1CCCC1>[Cl:1][C:2]1[C:3]([CH3:22])=[N:4][O:5][C:6]=1[NH:7][S:8]([C:11]1[CH:15]=[CH:14][S:13][C:12]=1[CH:16]=[O:17])(=[O:9])=[O:10] |f:1.2,3.4|. Procedure: To a mixture of 3-[(4-chloro-3-methyl-1,2-oxazol-5-yl)sulfamoyl]-N-methoxy-N-methylthiophene-2-carboxamide described in Production Example 1-2 (8.0 g, 22 mmol) and tetrahydrofuran (160 mL), was added dropwise diisobutyl aluminum hydride (46 mL, 48 mmol, 1.0 M n-hexane solution) at −78° C., followed by stirring at 0° C. for 30 minutes. A saturated aqueous solution of ammonium chloride was added dropwise at 0° C. to the reaction mixture, which was then gradually allowed to warm to room temperature... The reactants are [H-].[Na+] (sodium hydride), OC1=C(C=C(C(=O)C2=CC=C(C=C2)OC)C=C1)C (4-hydroxy-3-methyl-4'-methoxybenzophenone), BrCC(=O)OC (methyl bromoacetate). The solvent is CN(C)C=O (DMF). Conditions: time 8 hour. Yields the product COC1=CC=C(C(=O)C2=CC(=C(OCC(=O)OC)C=C2)C)C=C1 (Methyl 4-(4-methoxybenzoyl)-2-methylphenoxyacetate). Reaction SMILES: [OH:1][C:2]1[CH:17]=[CH:16][C:5]([C:6]([C:8]2[CH:13]=[CH:12][C:11]([O:14][CH3:15])=[CH:10][CH:9]=2)=[O:7])=[CH:4][C:3]=1[CH3:18].[H-].[Na+].Br[CH2:22][C:23]([O:25][CH3:26])=[O:24]>CN(C=O)C>[CH3:15][O:14][C:11]1[CH:12]=[CH:13][C:8]([C:6]([C:5]2[CH:16]=[CH:17][C:2]([O:1][CH2:22][C:23]([O:25][CH3:26])=[O:24])=[C:3]([CH3:18])[CH:4]=2)=[O:7])=[CH:9][CH:10]=1 |f:1.2|. Reported procedure: 50 g of 4-hydroxy-3-methyl-4'-methoxybenzophenone (R. Martin et al. Monatsh. Chemie 110, 1057-1066 (1979)) are dissolved in 200 ml of dry DMF and, under N2, 9 g of a 55% dispersion of sodium hydride in mineral oil are cautiously added. Then, while stirring, 19.5 ml of methyl bromoacetate are added dropwise, and the mixture is left to stand at room temperature overnight. The precipitated salt is filtered off with suction, and the filtrate is concentrated in vacuo. The residue is taken up in ethyl... Product: SC=1C=C(C(=O)O)C=CC1OC (3-mercapto-4-methoxybenzoic acid), solid. Procedure: A mixture of 3-chlorosulfonyl-4-methoxybenzoic acid (4.76 g; that is repared as described in Reference Example 44) in dry toluene (500 mL) stirred at room temperature is treated with triphenylphosphine (19.9 g) in one portion. The mixture is stirred and heated at 80° C. overnight, and then it is cooled, and treated with water (25 mL) and dioxane (25 mL), and the resulting solution is heated on a steam bath for 1 hour. The reaction mixture is allowed to cool to room temperature, and the organic l... Solvent: C1(=CC=CC=C1)C (toluene). Starting materials: O (water), O1CCOCC1 (dioxane), ClS(=O)(=O)C=1C=C(C(=O)O)C=CC1OC (3-chlorosulfonyl-4-methoxybenzoic acid), C1(=CC=CC=C1)P(C1=CC=CC=C1)C1=CC=CC=C1 (triphenylphosphine). As a reaction SMILES: Cl[S:2]([C:5]1[CH:6]=[C:7]([CH:11]=[CH:12][C:13]=1[O:14][CH3:15])[C:8]([OH:10])=[O:9])(=O)=O.C1(P(C2C=CC=CC=2)C2C=CC=CC=2)C=CC=CC=1.O.O1CCOCC1>C1(C)C=CC=CC=1>[SH:2][C:5]1[CH:6]=[C:7]([CH:11]=[CH:12][C:13]=1[O:14][CH3:15])[C:8]([OH:10])=[O:9]. Starting materials: OC1=CC=C(C(=O)C2=CN=C3N2C=CC=C3C)C=C1 (3-(4-hydroxybenzoyl)-8-methylimidazo[1,2-a]-pyridine), C(CCC)N(CCCC)CCCCl (dibutylaminopropyl chloride), [OH-].[K+] (potassium hydroxide). Run in CO (methanol). Product: free base, C(CCC)N(CCCC)CCCOC1=CC=C(C(=O)C2=CN=C3N2C=CC=C3C)C=C1 (3-(4-Dibutylaminopropoxybenzoyl)-8-methylimidazo[1,2-a]pyridine). Yield: 31.0%. Reaction SMILES: [OH:1][C:2]1[CH:19]=[CH:18][C:5]([C:6]([C:8]2[N:12]3[CH:13]=[CH:14][CH:15]=[C:16]([CH3:17])[C:11]3=[N:10][CH:9]=2)=[O:7])=[CH:4][CH:3]=1.[CH2:20]([N:24]([CH2:29][CH2:30][CH2:31]Cl)[CH2:25][CH2:26][CH2:27][CH3:28])[CH2:21][CH2:22][CH3:23].[OH-].[K+]>CO>[CH2:25]([N:24]([CH2:29][CH2:30][CH2:31][O:1][C:2]1[CH:19]=[CH:18][C:5]([C:6]([C:8]2[N:12]3[CH:13]=[CH:14][CH:15]=[C:16]([CH3:17])[C:11]3=[N:10][CH:9]=2)=[O:7])=[CH:4][CH:3]=1)[CH2:20][CH2:21][CH2:22][CH3:23])[CH2:26][CH2:27][CH3:28] |f:2.3|. Procedure details: A mixture of 3-(4-hydroxybenzoyl)-8-methylimidazo[1,2-a]-pyridine (2.3 g, 9.6 mmol), dibutylaminopropyl chloride (6.8 g, 33 mmol) and potassium hydroxide (1.3 g, 23 mmol) in methanol (60 ml) was stirred at reflux for 96 hours. The mixture was concentrated and the resulting oil was flash chromatographed (silica gel, 2.5% methanol in diethyl ether) to give 1.3 g (31% yield) of the free base of the title compound. The HCl salt was prepared by dropwise addition of concentrated hydrochloric acid to a... Starting materials: CN1CCCN(CCO)CC1, Cc1ccc(N2CCNCC2)cc1, CCN(C(C)C)C(C)C, O=C(Cl)Oc1ccc([N+](=O)[O-])cc1, ClCCl, Cl, Cl, CN(C)C=O. Yields the product Cc1ccc(N2CCN(C(=O)OCCN3CCCN(C)CC3)CC2)cc1. Reaction SMILES: [CH3:1][N:2]1[CH2:3][CH2:4][N:5]([CH2:9][CH2:10][OH:11])[CH2:6][CH2:7][CH2:8]1.[CH3:27][c:28]1[cH:29][cH:30][c:31]([N:34]2[CH2:35][CH2:36][NH:37][CH2:38][CH2:39]2)[cH:32][cH:33]1.[CH:40]([N:41]([CH2:42][CH3:43])[CH:44]([CH3:45])[CH3:46])([CH3:47])[CH3:48].[Cl:12][C:13](=[O:14])[O:15][c:16]1[cH:17][cH:18][c:19]([N+:20]([O-:21])=[O:22])[cH:23][cH:24]1.[Cl:49][CH2:50][Cl:51].[ClH:25].[ClH:26].[O:52]=[CH:53][N:54]([CH3:55])[CH3:56]>>[CH3:1][N:2]1[CH2:3][CH2:4][N:5]([CH2:9][CH2:10][O:11][C:13](=[O:14])[N:37]2[CH2:36][CH2:35][N:34]([c:31]3[cH:30][cH:29][c:28]([CH3:27])[cH:33][cH:32]3)[CH2:39][CH2:38]2)[CH2:6][CH2:7][CH2:8]1. The reactants are C1(CCCCC1)P(C1=C(C=CC=C1)C1=C(C=CC=C1OC)OC)C1CCCCC1 (dicyclohexyl-[2-(2,6-dimethoxyphenyl)phenyl]phosphane), CC1(OB(OC1(C)C)C=C)C (4,4,5,5-tetramethyl-2-vinyl-1,3,2-dioxaborolane), P(=O)([O-])([O-])[O-].[K+].[K+].[K+] (potassium phosphate), BrC=1N=C(N(C1)CCO)C1CCN(CC1)C(=O)OC(C)(C)C (tert-butyl 4-(4-bromo-1-(2-hydroxyethyl)-1H-imidazol-2-yl)piperidine-1-carboxylate), N-hydrate. Reagents/catalysts: C(C)(=O)[O-].[Pd+2].C(C)(=O)[O-] (palladium acetate). The solvent is O1CCOCC1 (1,4-dioxane), O (water). Product: C(=C)C=1N=C(N(C1)CCO)C1CCN(CC1)C(=O)OC(C)(C)C (tert-Butyl 4-(4-vinyl-1-(2-hydroxyethyl)-1H-imidazol-2-yl)piperidine-1-carboxylate). Isolated yield 454.6%. Reaction SMILES: Br[C:2]1[N:3]=[C:4]([CH:10]2[CH2:15][CH2:14][N:13]([C:16]([O:18][C:19]([CH3:22])([CH3:21])[CH3:20])=[O:17])[CH2:12][CH2:11]2)[N:5]([CH2:7][CH2:8][OH:9])[CH:6]=1.P([O-])([O-])([O-])=O.[K+].[K+].[K+].[CH:31]1(P(C2CCCCC2)C2C=CC=CC=2C2C(OC)=CC=CC=2OC)CCCC[CH2:32]1.CC1(C)C(C)(C)OB(C=C)O1>O1CCOCC1.O.C([O-])(=O)C.[Pd+2].C([O-])(=O)C>[CH:31]([C:2]1[N:3]=[C:4]([CH:10]2[CH2:15][CH2:14][N:13]([C:16]([O:18][C:19]([CH3:22])([CH3:21])[CH3:20])=[O:17])[CH2:12][CH2:11]2)[N:5]([CH2:7][CH2:8][OH:9])[CH:6]=1)=[CH2:32] |f:1.2.3.4,9.10.11|. Reported procedure: Add tert-butyl 4-(4-bromo-1-(2-hydroxyethyl)-1H-imidazol-2-yl)piperidine-1-carboxylate (42.00 g, 112.22 mmol) in 1,4-dioxane (400 mL) and water (200 mL). Add potassium phosphate, tribasic, N-hydrate (47.64 g, 2.0 eq) and dicyclohexyl-[2-(2,6-dimethoxyphenyl)phenyl]phosphane (5.76 g, 0.12 eq). Degas with nitrogen for 5 minutes. Add 4,4,5,5-tetramethyl-2-vinyl-1,3,2-dioxaborolane (30.25 mL, 1.5 eq) then degas for another 10 minutes. Add palladium acetate (1.26 g, 0.05 eq) and reflux at 120° C. ove... Reactants: C1CCOC1, CN(C)CCN(C)C, [Li]CCCC, O=Cc1ccccc1, Cc1nc2c(N3CCOCC3)nc(Cl)nc2s1. Product: OC(Cc1nc2c(N3CCOCC3)nc(Cl)nc2s1)c1ccccc1. RXN SMILES: [CH2:39]1[O:40][CH2:41][CH2:42][CH2:43]1.[CH3:18][N:19]([CH3:20])[CH2:21][CH2:22][N:23]([CH3:24])[CH3:25].[CH3:26][CH2:27][CH2:28][CH2:29][Li:30].[CH:31](=[O:32])[c:33]1[cH:34][cH:35][cH:36][cH:37][cH:38]1.[Cl:1][c:2]1[n:3][c:4]([N:12]2[CH2:13][CH2:14][O:15][CH2:16][CH2:17]2)[c:5]2[c:6]([n:7]1)[s:8][c:9]([CH3:11])[n:10]2>>[Cl:1][c:2]1[n:3][c:4]([N:12]2[CH2:13][CH2:14][O:15][CH2:16][CH2:17]2)[c:5]2[c:6]([n:7]1)[s:8][c:9]([CH2:11][CH:31]([OH:32])[c:33]1[cH:34][cH:35][cH:36][cH:37][cH:38]1)[n:10]2. The reactants are CN1C=C(C2=CC=CC=C12)C=1C(NC(C1C1=CN(C2=CC=CC=C12)CCCS(=O)C)=O)=O (rac-3-(1-methyl-3-indolyl)-4-[1-(3-methylsulphinylpropyl)-3-indolyl]-1H-pyrrole-2,5-dione), ClC1=CC(=CC=C1)C(=O)OO (metachloroperbenzoic acid). Solvent: ClCCl (dichloromethane), ClCCl (dichloromethane). Reaction conditions: time 2 hour. The product is CN1C=C(C2=CC=CC=C12)C=1C(NC(C1C1=CN(C2=CC=CC=C12)CCCS(=O)(=O)C)=O)=O (3-(1-methyl-3-indolyl)-4-[1-(3-methylsulphonylpropyl)-3-indolyl]-1H-pyrrole-2,5-dione). The yield is 26.8%. As a reaction SMILES: [CH3:1][N:2]1[C:10]2[C:5](=[CH:6][CH:7]=[CH:8][CH:9]=2)[C:4]([C:11]2[C:12](=[O:32])[NH:13][C:14](=[O:31])[C:15]=2[C:16]2[C:24]3[C:19](=[CH:20][CH:21]=[CH:22][CH:23]=3)[N:18]([CH2:25][CH2:26][CH2:27][S:28]([CH3:30])=[O:29])[CH:17]=2)=[CH:3]1.ClC1C=CC=C(C(OO)=[O:41])C=1>ClCCl>[CH3:1][N:2]1[C:10]2[C:5](=[CH:6][CH:7]=[CH:8][CH:9]=2)[C:4]([C:11]2[C:12](=[O:32])[NH:13][C:14](=[O:31])[C:15]=2[C:16]2[C:24]3[C:19](=[CH:20][CH:21]=[CH:22][CH:23]=3)[N:18]([CH2:25][CH2:26][CH2:27][S:28]([CH3:30])(=[O:41])=[O:29])[CH:17]=2)=[CH:3]1. Reported procedure: 90 mg of the product of Example 97 in 5 ml of dichloromethane were treated with 60 mg of 85% metachloroperbenzoic acid in 5 ml of dichloromethane. The solution was stirred for 2 hours and then washed with aqueous sodium bicarbonate. The solution was dried and concentrated. Chromatography of the residue on silica gel with dichloromethane/ethyl acetate (1:1) and recrystallization from ethyl acetate/hexane gave 25 mg of 3-(1-methyl-3-indolyl)-4-[1-(3-methylsulphonylpropyl)-3-indolyl]-1H-pyrrole-2,5...